Dataset: the Open Reaction Database (ORD), a public repository of structured organic reaction records. Task: describe an organic reaction: reactants, conditions, products, and yield Reactants: O=C([O-])[O-], CC1(C)COCCN1, CN(C)C=O, Cl, O=C(c1cc(C(F)(F)F)cc(C(F)(F)F)c1)N1CCN(CC#CCCl)CC1Cc1ccc2ccccc2c1, [I-], [K+], [K+], [K+]. Product: Cl, Cl, CC1(C)COCCN1CC#CCN1CCN(C(=O)c2cc(C(F)(F)F)cc(C(F)(F)F)c2)C(Cc2ccc3ccccc3c2)C1. As a reaction SMILES: [C:48](=[O:49])([O-:50])[O-:51].[CH3:40][C:41]1([CH3:47])[CH2:42][O:43][CH2:44][CH2:45][NH:46]1.[CH3:56][N:57]([CH3:58])[CH:59]=[O:60].[ClH:39].[F:1][C:2]([c:3]1[cH:4][c:5]([C:6](=[O:7])[N:8]2[CH:9]([CH2:19][c:20]3[cH:21][c:22]4[cH:23][cH:24][cH:25][cH:26][c:27]4[cH:28][cH:29]3)[CH2:10][N:11]([CH2:14][C:15]#[C:16][CH2:17][Cl:18])[CH2:12][CH2:13]2)[cH:30][c:31]([C:33]([F:34])([F:35])[F:36])[cH:32]1)([F:37])[F:38].[I-:55].[K+:52].[K+:53].[K+:54]>>[ClH:18].[ClH:39].[F:1][C:2]([c:3]1[cH:4][c:5]([C:6](=[O:7])[N:8]2[CH:9]([CH2:19][c:20]3[cH:21][c:22]4[cH:23][cH:24][cH:25][cH:26][c:27]4[cH:28][cH:29]3)[CH2:10][N:11]([CH2:14][C:15]#[C:16][CH2:17][N:46]3[C:41]([CH3:40])([CH3:47])[CH2:42][O:43][CH2:44][CH2:45]3)[CH2:12][CH2:13]2)[cH:30][c:31]([C:33]([F:34])([F:35])[F:36])[cH:32]1)([F:37])[F:38]. Reactants: CC(Cl)c1cccnc1, O=C(O)CCc1ccc2c(c1)OCO2. The reagents and catalysts are O=C([O-])[O-].[Cs+].[Cs+] (cesium carbonate), [I-].[K+] (potassium iodide). Run in CN(C)C=O (DMF), CN(C)C=O (dmf), CN(C)C=O (DMF). Conditions: temperature 70 celsius, time 16 hour. The product is CC(OC(=O)CCc1ccc2c(c1)OCO2)c1cccnc1. Reactants: CCOc1nc(C)c(Br)c(=O)n1Cc1ccc(-c2ccccc2C#N)cc1, O=C([O-])[O-], C1COCCO1, CCOC(C)=O, [Cs+], [Cs+], OB(O)c1ccccc1. The product is CCOc1nc(C)c(-c2ccccc2)c(=O)n1Cc1ccc(-c2ccccc2C#N)cc1. RXN SMILES: [Br:1][c:2]1[c:3]([CH3:27])[n:4][c:5]([O:24][CH2:25][CH3:26])[n:6]([CH2:9][c:10]2[cH:11][cH:12][c:13](-[c:16]3[c:17]([C:22]#[N:23])[cH:18][cH:19][cH:20][cH:21]3)[cH:14][cH:15]2)[c:7]1=[O:8].[C:37](=[O:38])([O-:39])[O-:40].[CH2:43]1[O:44][CH2:45][CH2:46][O:47][CH2:48]1.[CH3:49][CH2:50][O:51][C:52](=[O:53])[CH3:54].[Cs+:41].[Cs+:42].[OH:28][B:29]([OH:30])[c:31]1[cH:32][cH:33][cH:34][cH:35][cH:36]1>>[c:2]1(-[c:31]2[cH:32][cH:33][cH:34][cH:35][cH:36]2)[c:3]([CH3:27])[n:4][c:5]([O:24][CH2:25][CH3:26])[n:6]([CH2:9][c:10]2[cH:11][cH:12][c:13](-[c:16]3[c:17]([C:22]#[N:23])[cH:18][cH:19][cH:20][cH:21]3)[cH:14][cH:15]2)[c:7]1=[O:8]. Reactants: C1COCCO1, CCN(C(C)C)C(C)C, Cc1cn2c(ccc3cc(I)ccc32)n1, O=C(C=Cc1ccccc1)C=Cc1ccccc1, O=C(C=Cc1ccccc1)C=Cc1ccccc1, O=C(C=Cc1ccccc1)C=Cc1ccccc1, [Pd], [Pd], N#CC1(c2cccc(S)c2)CCOCC1, CC1(C)c2cccc(P(c3ccccc3)c3ccccc3)c2Oc2c(P(c3ccccc3)c3ccccc3)cccc21. As a reaction SMILES: [CH2:82]1[O:83][CH2:84][CH2:85][O:86][CH2:87]1.[CH:31]([N:32]([CH2:33][CH3:34])[CH:35]([CH3:36])[CH3:37])([CH3:38])[CH3:39].[I:1][c:2]1[cH:3][c:4]2[cH:5][cH:6][c:7]3[n:8]([c:9]2[cH:10][cH:11]1)[cH:12][c:13]([CH3:15])[n:14]3.[O:108]=[C:109]([CH:110]=[CH:111][c:112]1[cH:113][cH:114][cH:115][cH:116][cH:117]1)[CH:118]=[CH:119][c:120]1[cH:121][cH:122][cH:123][cH:124][cH:125]1.[O:126]=[C:127]([CH:128]=[CH:129][c:130]1[cH:131][cH:132][cH:133][cH:134][cH:135]1)[CH:136]=[CH:137][c:138]1[cH:139][cH:140][cH:141][cH:142][cH:143]1.[O:90]=[C:91]([CH:92]=[CH:93][c:94]1[cH:95][cH:96][cH:97][cH:98][cH:99]1)[CH:100]=[CH:101][c:102]1[cH:103][cH:104][cH:105][cH:106][cH:107]1.[Pd:88].[Pd:89].[SH:16][c:17]1[cH:18][c:19]([C:23]2([C:29]#[N:30])[CH2:24][CH2:25][O:26][CH2:27][CH2:28]2)[cH:20][cH:21][cH:22]1.[c:40]1([P:41]([c:42]2[cH:43][cH:44][cH:45][cH:46][cH:47]2)[c:48]2[c:49]3[c:73]([cH:74][cH:75][cH:76]2)[C:70]([CH3:71])([CH3:72])[c:52]2[c:51]([c:56]([P:57]([c:58]4[cH:59][cH:60][cH:61][cH:62][cH:63]4)[c:64]4[cH:65][cH:66][cH:67][cH:68][cH:69]4)[cH:55][cH:54][cH:53]2)[O:50]3)[cH:77][cH:78][cH:79][cH:80][cH:81]1>>[c:2]1([S:16][c:17]2[cH:18][c:19]([C:23]3([C:29]#[N:30])[CH2:24][CH2:25][O:26][CH2:27][CH2:28]3)[cH:20][cH:21][cH:22]2)[cH:3][c:4]2[cH:5][cH:6][c:7]3[n:8]([c:9]2[cH:10][cH:11]1)[cH:12][c:13]([CH3:15])[n:14]3. Yields the product Cc1cn2c(ccc3cc(Sc4cccc(C5(C#N)CCOCC5)c4)ccc32)n1. The reactants are CC(=O)O, [Cl-], Cl, O=N[O-], CC(=O)c1ccc(OCc2ccccc2)c(N)c1, [Na+], O, O, O=S(Cl)Cl. Product: CC(=O)c1ccc(OCc2ccccc2)c(S(=O)(=O)Cl)c1. Reaction SMILES: [CH3:31][C:32](=[O:33])[OH:34].[Cl-:30].[ClH:19].[N:20]([O-:21])=[O:22].[NH2:1][c:2]1[cH:3][c:4]([C:16]([CH3:17])=[O:18])[cH:5][cH:6][c:7]1[O:8][CH2:9][c:10]1[cH:11][cH:12][cH:13][cH:14][cH:15]1.[Na+:23].[OH2:28].[OH2:29].[S:24](=[O:25])([Cl:26])[Cl:27]>>[c:2]1([S:24](=[O:25])([Cl:27])=[O:28])[cH:3][c:4]([C:16]([CH3:17])=[O:18])[cH:5][cH:6][c:7]1[O:8][CH2:9][c:10]1[cH:11][cH:12][cH:13][cH:14][cH:15]1. Starting materials: C1(=CC=CC=2C3=CC=CC=C3CC12)C(=O)O (1-fluorenecarboxylic acid), solution. Solvent: C1CCOC1 (THF), C1CCOC1 (THF). Reaction conditions: time 8 hour. The product is C1(=CC=CC=2C3=CC=CC=C3CC12)CO (1-fluorenemethanol). Yield: 68.5%. Reaction SMILES: [C:1]1([C:14](O)=[O:15])[C:13]2[CH2:12][C:11]3[C:6](=[CH:7][CH:8]=[CH:9][CH:10]=3)[C:5]=2[CH:4]=[CH:3][CH:2]=1>C1COCC1>[C:1]1([CH2:14][OH:15])[C:13]2[CH2:12][C:11]3[C:6](=[CH:7][CH:8]=[CH:9][CH:10]=3)[C:5]=2[CH:4]=[CH:3][CH:2]=1. Reported procedure: A solution of 1-fluorenecarboxylic acid (10.0 g, 47.6 mmol) in THF (150 mL) at 0° C. was charged With a 1M solution of BH3 -THF complex in THF (80 mL, 80 mmol). The reaction mixture was stored overnight at room temperature then quenched with 30 mL of 10% AcOH in methanol. After dilution with water (100 mL), the water layer was extracted with ethyl acetate (3×50 mL). The combined organic extracts were washed with 10% potassium carbonate solution, water, brine, dried over magnesium sulfate and eva... Reactants: NC1=NN=C(C1)C1=CC=C(C=C1)OC (3-amino-5-(4-methoxyphenyl)-4H-pyrazole), ClC1=NC=NC2=CC(=C(C=C12)OC)OCC1CCN(CC1)C (4-chloro-6-methoxy-7-((1-methylpiperidin-4-yl)methoxy)quinazoline), Cl (hydrogen chloride). Run in C(C)(C)O (isopropanol), C(C)(C)O (isopropanol). Run at temperature 5 celsius. The product is Cl.COC1=CC=C(C=C1)C1=CC(=NN1)NC1=NC=NC2=CC(=C(C=C12)OC)OCC1CCN(CC1)C (4-(5-(4-methoxyphenyl)pyrazol-3-ylamino)-6-methoxy-7-((1-methylpiperidin-4-yl)methoxy)quinazoline hydrochloride). The yield is 76.5%. Reaction SMILES: [NH2:1][C:2]1[CH2:6][C:5]([C:7]2[CH:12]=[CH:11][C:10]([O:13][CH3:14])=[CH:9][CH:8]=2)=[N:4][N:3]=1.[Cl:15][C:16]1[C:25]2[C:20](=[CH:21][C:22]([O:28][CH2:29][CH:30]3[CH2:35][CH2:34][N:33]([CH3:36])[CH2:32][CH2:31]3)=[C:23]([O:26][CH3:27])[CH:24]=2)[N:19]=[CH:18][N:17]=1.Cl>C(O)(C)C>[ClH:15].[CH3:14][O:13][C:10]1[CH:11]=[CH:12][C:7]([C:5]2[NH:4][N:3]=[C:2]([NH:1][C:16]3[C:25]4[C:20](=[CH:21][C:22]([O:28][CH2:29][CH:30]5[CH2:35][CH2:34][N:33]([CH3:36])[CH2:32][CH2:31]5)=[C:23]([O:26][CH3:27])[CH:24]=4)[N:19]=[CH:18][N:17]=3)[CH:6]=2)=[CH:8][CH:9]=1 |f:4.5|. Reported procedure: A solution of 3-amino-5-(4-methoxyphenyl)-4H-pyrazole (74 mg, 0.39 mmol), (Synthesis, 1984, 3, 276), in isopropanol (3.5 ml) was added to 4-chloro-6-methoxy-7-((1-methylpiperidin-4-yl)methoxy)quinazoline (110 mg, 0.34 mmol) followed by 5M hydrogen chloride in isopropanol (78 μl, 0.39 mmol) and the mixture was heated at reflux for 1.5 hours. After cooling to 5° C., the precipitate was collected by filtration washed with isopropanol, followed by ether and dried under vacuum at 60° C. to give 4-(5-... The reactants are ClCSC=1N(N=CN1)C (3-chloromethylthio-2-methyl-1,2,4-triazole), [I-].[Na+] (sodium iodide). The solvent is O (water), CC(=O)C (acetone). Reaction conditions: temperature 50 celsius, time 3 hour. Yields the product ICSC=1N(N=CN1)C (3-iodomethylthio-2-methyl-1,2,4triazole). Yield: 96.0%. RXN SMILES: Cl[CH2:2][S:3][C:4]1[N:5]([CH3:9])[N:6]=[CH:7][N:8]=1.[I-:10].[Na+]>CC(C)=O.O>[I:10][CH2:2][S:3][C:4]1[N:5]([CH3:9])[N:6]=[CH:7][N:8]=1 |f:1.2|. Procedure: To a solution of 3-chloromethylthio-2-methyl-1,2,4-triazole (981 mg : 6.0 mMol.) in acetone (10 ml) is added sodium iodide (1.78 g : 12.0 mMol.), and the mixture is stirred at 50° C. for 3 hours. The reaction mixture is diluted with water and extracted with ethyl acetate. The extract is washed with water, dried over sodium sulfate, and concentrated to give 3-iodomethylthio-2-methyl-1,2,4triazole (1.47 g) as yellow oil. Procedure details: By using the method of Example 89, 1.1 g (3.2 mmol) of 6-amino-4-(3-chloro-4-fluoro-phenylamino)-7-methoxy-quinoline-3-carbonitrile and 2.2 g (19.2 mmol) of 3-hydroxymethyl-piperidine were converted to 0.76 g the title compound, obtained as a yellow powder: mass spectrum (electrospray, m/e): M+H 524.0, (M+2H)+2262.3. RXN SMILES: [NH2:1][C:2]1[CH:3]=[C:4]2[C:9](=[CH:10][C:11]=1[O:12][CH3:13])[N:8]=[CH:7][C:6]([C:14]#[N:15])=[C:5]2[NH:16][C:17]1[CH:22]=[CH:21][C:20]([F:23])=[C:19]([Cl:24])[CH:18]=1.[OH:25][CH2:26][CH:27]1[CH2:32][CH2:31][CH2:30][NH:29][CH2:28]1>>[ClH:24].[Cl:24][C:19]1[CH:18]=[C:17]([NH:16][C:5]2[C:4]3[C:9](=[CH:10][C:11]([O:12][CH3:13])=[C:2]([NH:1][C:11](=[O:12])[CH:2]=[CH:3][CH2:4][N:29]4[CH2:30][CH2:31][CH2:32][CH:27]([CH2:26][OH:25])[CH2:28]4)[CH:3]=3)[N:8]=[CH:7][C:6]=2[C:14]#[N:15])[CH:22]=[CH:21][C:20]=1[F:23] |f:2.3|. Starting materials: NC=1C=C2C(=C(C=NC2=CC1OC)C#N)NC1=CC(=C(C=C1)F)Cl (6-amino-4-(3-chloro-4-fluoro-phenylamino)-7-methoxy-quinoline-3-carbonitrile), OCC1CNCCC1 (3-hydroxymethyl-piperidine). Product: Cl.ClC=1C=C(C=CC1F)NC1=C(C=NC2=CC(=C(C=C12)NC(C=CCN1CC(CCC1)CO)=O)OC)C#N (4-(3-Hydroxymethyl-piperidin-1-yl)-but-2-enoic Acid[4-(3-chloro-4-fluoro-phenylamino)-3-cyano-7-methoxy-quinolin-6-yl]-amide Hydrochloride). Yield: 84.8%. The reactants are C1(CCCCC1)C=1C=2C=CC(=CC2N2C1C1=C(C=CCC2)C=CC=C1)C(=O)OC (Methyl 14-cyclohexyl-7,8-dihydroindolo[2,1-a][2]benzazocine-11-carboxylate), C[N+]1(CCOCC1)[O-] (N-methylmorpholine-N-oxide), CC(=O)C.C1CCOC1.O (acetone THF H2O), [O-]S(=O)[O-].[Na+].[Na+] (Na2SO3). Reagents/catalysts: O=[Os](=O)(=O)=O (OsO4). Solvent: O (H2O). Run at time 8 hour. Product: C1(CCCCC1)C=1C=2C=CC(=CC2N2C1C1=C(C(C(CC2)O)O)C=CC=C1)C(=O)OC (Methyl 14-cyclohexyl-5,6-dihydroxy-5,6,7,8-tetrahydroindolo[2,1-a][2]benzazocine-11-carboxylate). RXN SMILES: [CH:1]1([C:7]2[C:8]3[CH:9]=[CH:10][C:11]([C:26]([O:28][CH3:29])=[O:27])=[CH:12][C:13]=3[N:14]3[CH2:21]CC=C[C:17]4[CH:22]=[CH:23][CH:24]=[CH:25][C:16]=4[C:15]=23)[CH2:6][CH2:5][CH2:4][CH2:3][CH2:2]1.C[N+]1([O-])CC[O:34]CC1.[O-]S([O-])=O.[Na+].[Na+].[CH3:44][C:45]([CH3:47])=[O:46].C1COCC1.O>O.O=[Os](=O)(=O)=O>[CH:1]1([C:7]2[C:8]3[CH:9]=[CH:10][C:11]([C:26]([O:28][CH3:29])=[O:27])=[CH:12][C:13]=3[N:14]3[CH2:21][CH2:47][CH:45]([OH:46])[CH:44]([OH:34])[C:17]4[CH:22]=[CH:23][CH:24]=[CH:25][C:16]=4[C:15]=23)[CH2:6][CH2:5][CH2:4][CH2:3][CH2:2]1 |f:2.3.4,5.6.7|. Procedure details: A solution (0.11 M) of methyl 14-cyclohexyl-7,8-dihydroindolo[2,1-a][2]benzazocine-11-carboxylate (prepared as in Example 41, Step 3) in acetone/THF/H2O (1/1/1) was treated with N-methylmorpholine-N-oxide (1.2 eq), followed by OsO4 (4% wt in H2O, 0.1 eq) and left stirring at RT overnight. The clear solution was then treated with 10% wt Na2SO3 and left stirring for 30 min, then diluted with H2O and extracted with EtOAc. The organic phase was washed with brine, dried over Na2SO4 and evaporated i. ...